From a dataset of the Open Reaction Database (ORD), a public repository of structured organic reaction records. describe an organic reaction: reactants, conditions, products, and yield Conditions: time 3 hour. Isolated yield 79.1%. As a reaction SMILES: [CH3:1][O:2][C:3]1[CH:4]=[C:5]2[C:10](=[CH:11][CH:12]=1)[N:9]1[CH:13]=[CH:14][N:15]=[C:8]1[N:7]=[C:6]2[C:16]1[CH:21]=[CH:20][CH:19]=[CH:18][CH:17]=1.[H-].[Al+3].[Li+].[H-].[H-].[H-].O>O1CCCC1>[CH3:1][O:2][C:3]1[CH:4]=[C:5]2[C:10](=[CH:11][CH:12]=1)[N:9]1[CH:13]=[CH:14][N:15]=[C:8]1[NH:7][CH:6]2[C:16]1[CH:17]=[CH:18][CH:19]=[CH:20][CH:21]=1 |f:1.2.3.4.5.6|. Starting materials: [H-].[Al+3].[Li+].[H-].[H-].[H-] (lithium aluminum hydride), COC=1C=C2C(=NC=3N(C2=CC1)C=CN3)C3=CC=CC=C3 (7-methoxy-5-phenylimidazo[1,2-a]quinazoline), O (water). The solvent is O1CCCC1 (tetrahydrofuran). Yields the product COC=1C=C2C(NC=3N(C2=CC1)C=CN3)C3=CC=CC=C3 (4,5-dihydro-7-methoxy-5-phenylimidazo[1,2-a]quinazoline). Procedure details: To a suspension of 1.38 g of 7-methoxy-5-phenylimidazo[1,2-a]quinazoline in 25 ml of tetrahydrofuran was added 0.38 g of lithium aluminum hydride, and the mixture was stirred at room temperature for 3 hours. To the reaction mixture was added dropwise 1 ml of water with ice-cooling, and the resulting precipitate was filtered off and washed with tetrahydrofuran. The filtrate was evaporated under reduced pressure and the residue was recrystallized from ethylacetate-isopropyl ether to give 1.1 g of ... Reactants: C(C1=CC=CC=C1)N(C)CCOC1=CC=C2C(=CC(OC2=C1)(C)C)C1=CC2=CC=CC=C2C=C1 (7-[2-(N-benzyl-N-methylamino)ethoxy]-2,2-dimethyl-4-(2-naphthyl)-2H-chromene), C(C)N(CCOC1=CC=C2C(=CC(OC2=C1)(C)C)C1=CC2=CC=CC=C2C=C1)CC (7-(2-diethylaminoethoxy)-2,2-dimethyl-4-(2-naphthyl)-2H-chromene). Yields the product CC1(OC2=CC(=CC=C2C(C1)C1=CC2=CC=CC=C2C=C1)OCCNC)C (2,2-Dimethyl-7-(2-methylaminoethoxy)-4-(2-naphthyl)chroman), C(C)N(CCOC1=CC=C2C(CC(OC2=C1)(C)C)C1=CC2=CC=CC=C2C=C1)CC (7-(2-diethylaminoethoxy)-2,2-dimethyl-4-(2-naphthyl)chroman). Reaction SMILES: [CH2:1]([N:8]([CH2:10][CH2:11][O:12][C:13]1[CH:22]=[C:21]2[C:16]([C:17]([C:25]3[CH:34]=[CH:33][C:32]4[C:27](=[CH:28][CH:29]=[CH:30][CH:31]=4)[CH:26]=3)=[CH:18][C:19]([CH3:24])([CH3:23])[O:20]2)=[CH:15][CH:14]=1)C)C1C=CC=CC=1.[CH2:35]([N:37]([CH2:63][CH3:64])[CH2:38][CH2:39][O:40][C:41]1[CH:50]=[C:49]2[C:44]([C:45]([C:53]3[CH:62]=[CH:61][C:60]4[C:55](=[CH:56][CH:57]=[CH:58][CH:59]=4)[CH:54]=3)=[CH:46][C:47]([CH3:52])([CH3:51])[O:48]2)=[CH:43][CH:42]=1)[CH3:36]>>[CH3:23][C:19]1([CH3:24])[CH2:18][CH:17]([C:25]2[CH:34]=[CH:33][C:32]3[C:27](=[CH:28][CH:29]=[CH:30][CH:31]=3)[CH:26]=2)[C:16]2[C:21](=[CH:22][C:13]([O:12][CH2:11][CH2:10][NH:8][CH3:1])=[CH:14][CH:15]=2)[O:20]1.[CH2:63]([N:37]([CH2:35][CH3:36])[CH2:38][CH2:39][O:40][C:41]1[CH:50]=[C:49]2[C:44]([CH:45]([C:53]3[CH:62]=[CH:61][C:60]4[C:55](=[CH:56][CH:57]=[CH:58][CH:59]=4)[CH:54]=3)[CH2:46][C:47]([CH3:51])([CH3:52])[O:48]2)=[CH:43][CH:42]=1)[CH3:64]. Procedure details: 2,2-Dimethyl-7-(2-methylaminoethoxy)-4-(2-naphthyl)chroman and 7-(2-diethylaminoethoxy)-2,2-dimethyl-4-(2-naphthyl)chroman were prepared from 7-[2-(N-benzyl-N-methylamino)ethoxy]-2,2-dimethyl-4-(2-naphthyl)-2H-chromene and 7-(2-diethylaminoethoxy)-2,2-dimethyl-4-(2-naphthyl)-2H-chromene respectively in a similar manner as colourless oils. The reactants are CC(C)(C)OC(=O)NCC(=O)O, CCN=C=NCCCN(C)C, CCN(C(C)C)C(C)C, Clc1ccccc1NC1CCNCC1, Cl, Cl, Cl, CN(C)C=O, O, On1nnc2ccccc21. Product: CC(C)(C)OC(=O)NCC(=O)N1CCC(Nc2ccccc2Cl)CC1. RXN SMILES: [C:1]([CH3:2])([CH3:3])([CH3:4])[O:5][C:6](=[O:7])[NH:8][CH2:9][C:10](=[O:11])[OH:12].[CH3:32][CH2:33][N:34]=[C:35]=[N:36][CH2:37][CH2:38][CH2:39][N:40]([CH3:41])[CH3:42].[CH:13]([N:14]([CH2:15][CH3:16])[CH:17]([CH3:18])[CH3:19])([CH3:20])[CH3:21].[Cl:46][c:47]1[c:48]([NH:53][CH:54]2[CH2:55][CH2:56][NH:57][CH2:58][CH2:59]2)[cH:49][cH:50][cH:51][cH:52]1.[ClH:43].[ClH:44].[ClH:45].[O:60]=[CH:61][N:62]([CH3:63])[CH3:64].[OH2:65].[OH:22][n:23]1[c:24]2[c:25]([cH:26][cH:27][cH:28][cH:29]2)[n:30][n:31]1>>[C:1]([CH3:2])([CH3:3])([CH3:4])[O:5][C:6](=[O:7])[NH:8][CH2:9][C:10](=[O:12])[N:57]1[CH2:56][CH2:55][CH:54]([NH:53][c:48]2[c:47]([Cl:46])[cH:52][cH:51][cH:50][cH:49]2)[CH2:59][CH2:58]1.